Dataset: the Open Reaction Database (ORD), a public repository of structured organic reaction records. Task: describe an organic reaction: reactants, conditions, products, and yield Reactants: C1CCOC1, CCCCCc1ccc(Br)cc1, FC(F)(F)Oc1ccc(Br)cc1, [Mg], Cl[Pd]Cl. Yields the product CCCCCc1ccc(-c2ccc(OC(F)(F)F)cc2)cc1. Reaction SMILES: [CH2:26]1[O:27][CH2:28][CH2:29][CH2:30]1.[CH2:2]([CH2:3][CH2:4][CH2:5][CH3:6])[c:7]1[cH:8][cH:9][c:10]([Br:13])[cH:11][cH:12]1.[F:14][C:15]([O:16][c:17]1[cH:18][cH:19][c:20]([Br:23])[cH:21][cH:22]1)([F:24])[F:25].[Mg:1].[Pd:31]([Cl:32])[Cl:33]>>[CH2:2]([CH2:3][CH2:4][CH2:5][CH3:6])[c:7]1[cH:8][cH:9][c:10](-[c:20]2[cH:19][cH:18][c:17]([O:16][C:15]([F:14])([F:24])[F:25])[cH:22][cH:21]2)[cH:11][cH:12]1. Product: CN1N=C(C(=C1CC(=O)OC)OC1=NC=NC(=C1)OC1=C(C=CC=C1)F)C (methyl {1,3-dimethyl-4-[6-(2-fluorophenoxy)pyrimidin-4-yloxy]pyrazol-5-yl}acetate). Reaction SMILES: [CH3:1][N:2]1[C:6]([CH2:7][C:8]([O:10][CH3:11])=[O:9])=[C:5]([OH:12])[C:4]([CH3:13])=[N:3]1.C(=O)([O-])[O-].[K+].[K+].Cl[C:21]1[CH:26]=[C:25](Cl)[N:24]=[CH:23][N:22]=1.[F:28][C:29]1[CH:34]=[CH:33][CH:32]=[CH:31][C:30]=1[OH:35]>CN(C)C=O>[CH3:1][N:2]1[C:6]([CH2:7][C:8]([O:10][CH3:11])=[O:9])=[C:5]([O:12][C:21]2[CH:26]=[C:25]([O:35][C:30]3[CH:31]=[CH:32][CH:33]=[CH:34][C:29]=3[F:28])[N:24]=[CH:23][N:22]=2)[C:4]([CH3:13])=[N:3]1 |f:1.2.3|. Solvent: CN(C=O)C (dimethyl formamide). Conditions: time 3 hour. Procedure details: To a solution of 3.0 g (16.3 mmol) of methyl (1,3-dimethyl-4-hydroxypyrazol-5-yl)acetate in 80 ml of dimethyl formamide are added 6.9 g (50.0 mmol) of potassium carbonate and 2.7 g (18.0 mmol) of 4,6-dichloropyrimidine. After stirring for 3 hours at room temperature, 2.2 g (20.0 mmol) of 2-fluorophenol are added and stirring is continued for 3 hours at 80°-85° C. Then 300 ml of ice-water are added, followed by extraction with 400 ml of diethyl ether. The organic phase is washed with 2M sodium hy... Reactants: CN1N=C(C(=C1CC(=O)OC)O)C (methyl (1,3-dimethyl-4-hydroxypyrazol-5-yl)acetate), C([O-])([O-])=O.[K+].[K+] (potassium carbonate), ClC1=NC=NC(=C1)Cl (4,6-dichloropyrimidine), FC1=C(C=CC=C1)O (2-fluorophenol), ice water. Starting materials: N(=[N+]=[N-])CCCCCO (5-azidopentanol), S(=O)(=O)(C)Cl (mesyl chloride), CS(=O)(=O)OCCN=[N+]=[N-] (2-Azidoethyl methanesulfonate). Yields the product CS(=O)(=O)OCC(CCC)N=[N+]=[N-] (2-Azidopentyl methanesulfonate). RXN SMILES: [N:1]([CH2:4][CH2:5][CH2:6][CH2:7]CO)=[N+:2]=[N-:3].S(Cl)(C)(=O)=O.[CH3:15][S:16]([O:19][CH2:20]CN=[N+]=[N-])(=[O:18])=[O:17]>>[CH3:15][S:16]([O:19][CH2:20][CH:4]([N:1]=[N+:2]=[N-:3])[CH2:5][CH2:6][CH3:7])(=[O:18])=[O:17]. Procedure details: Reaction of 5-azidopentanol (1.1 g, 8.53 mmol) and mesyl chloride (0.98 mL, 12.79 mmol) within 3 h as described for synthesis of 156a gave compound 156d (1.54 g) as a crude colorless oil. Starting materials: ClC1=C(C=C2C=CC(=NC2=C1)COC1=CC2=C(OCC3=C(C2O)C=CC=C3)C=C1)SCC (2-(7-Chloro-6-ethylthioquinolin-2-yl)methoxy-11-hydroxy-6,11-dihydrodibenz[b,e]oxepine), SCCC(=O)O (3-mercaptopropionic acid). Yields the product C(=O)(O)CCSC1C2=C(OCC3=C1C=CC=C3)C=CC(=C2)OCC2=NC3=CC(=C(C=C3C=C2)SCC)Cl (11-(2-Carboxyethylthio)-2-(7-chloro-6-ethylthioquinolin-2-yl)methoxy-6,11-dihydrodibenz[b,e]oxepine). RXN SMILES: [Cl:1][C:2]1[CH:11]=[C:10]2[C:5]([CH:6]=[CH:7][C:8]([CH2:12][O:13][C:14]3[CH:29]=[CH:28][C:17]4[O:18][CH2:19][C:20]5[CH:27]=[CH:26][CH:25]=[CH:24][C:21]=5[CH:22](O)[C:16]=4[CH:15]=3)=[N:9]2)=[CH:4][C:3]=1[S:30][CH2:31][CH3:32].[SH:33][CH2:34][CH2:35][C:36]([OH:38])=[O:37]>>[C:36]([CH2:35][CH2:34][S:33][CH:22]1[C:21]2[CH:24]=[CH:25][CH:26]=[CH:27][C:20]=2[CH2:19][O:18][C:17]2[CH:28]=[CH:29][C:14]([O:13][CH2:12][C:8]3[CH:7]=[CH:6][C:5]4[C:10](=[CH:11][C:2]([Cl:1])=[C:3]([S:30][CH2:31][CH3:32])[CH:4]=4)[N:9]=3)=[CH:15][C:16]1=2)([OH:38])=[O:37]. Procedure details: 2-(7-Chloro-6-ethylthioquinolin-2-yl)methoxy-11-hydroxy-6,11-dihydrodibenz[b,e]oxepine and 3-mercaptopropionic acid were used and reacted in the same manner as in Example 1 to obtain the title compound. Starting materials: N[C@H]1[C@](CCC1)(C(=O)OC)O (methyl (1R,2R)-2-amino-1-hydroxycyclopentanecarboxylate), Cl.CC1=NC2=CC=CC=C2C(=C1)COC1=CC=C(C=C1)S(=O)(=O)Cl (4-(2-methyl-quinolin-4-ylmethoxy)-benzenesulfonyl chloride hydrochloride). Run in C(Cl)Cl (CH2Cl2), C([O-])(O)=O.[Na+] (sodium bicarbonate), C(C)(=O)OCC (ethyl acetate). Run at time 18 hour. Product: O[C@]1([C@@H](CCC1)NS(=O)(=O)C1=CC=C(C=C1)OCC1=CC(=NC2=CC=CC=C12)C)C(=O)OC (methyl (1R,2R)-1-hydroxy-2-[({4-[(2-methylquinolin-4-yl)methoxy]phenyl}sulfonyl)amino]cyclopentanecarboxylate). Yield: 20.2%. Reaction SMILES: [NH2:1][C@@H:2]1[CH2:6][CH2:5][CH2:4][C@:3]1([OH:11])[C:7]([O:9][CH3:10])=[O:8].Cl.[CH3:13][C:14]1[CH:23]=[C:22]([CH2:24][O:25][C:26]2[CH:31]=[CH:30][C:29]([S:32](Cl)(=[O:34])=[O:33])=[CH:28][CH:27]=2)[C:21]2[C:16](=[CH:17][CH:18]=[CH:19][CH:20]=2)[N:15]=1>C(Cl)Cl.C(=O)(O)[O-].[Na+].C(OCC)(=O)C>[OH:11][C@:3]1([C:7]([O:9][CH3:10])=[O:8])[CH2:4][CH2:5][CH2:6][C@H:2]1[NH:1][S:32]([C:29]1[CH:30]=[CH:31][C:26]([O:25][CH2:24][C:22]2[C:21]3[C:16](=[CH:17][CH:18]=[CH:19][CH:20]=3)[N:15]=[C:14]([CH3:13])[CH:23]=2)=[CH:27][CH:28]=1)(=[O:33])=[O:34] |f:1.2,4.5|. Procedure details: To a solution of methyl (1R,2R)-2-amino-1-hydroxycyclopentanecarboxylate (2.1 mmol) in CH2Cl2 (8 mL) and saturated sodium bicarbonate (8 mL) was added 4-(2-methyl-quinolin-4-ylmethoxy)-benzenesulfonyl chloride hydrochloride (0.88 g, 1.1 eq). The reaction was allowed to stir for 18 h at room temperature, and then taken up in ethyl acetate, washed with brine, dried over MgSO4, filtered and concentrated. The residue was purified using ilica chromatography eluting with a gradient of 50% -70% ethyl a... The reactants are ClC1=CC=C(C=C1)C1=NCC2=C(C3=C1C(NC=C3)=O)C(=NO2)C (6-(4-chlorophenyl)-1-methyl-4H-isoxazolo[4,5-e]pyrido[3,4-c]azepin-7(8H)-one), C([O-])([O-])=O.[Cs+].[Cs+] (cesium carbonate), IC (iodomethane). Solvent: C(C)#N (acetonitrile), C(Cl)Cl (CH2Cl2). Run at time 2 hour. Yields the product ClC1=CC=C(C=C1)C=1C2=C(C3=C(CN1)ON=C3C)C=CN(C2=O)C (6-(4-chlorophenyl)-1,8-dimethyl-4H-isoxazolo[5,4-c]pyrido[4,3-e]azepin-7(8H)-one). The yield is 87.6%. As a reaction SMILES: [Cl:1][C:2]1[CH:7]=[CH:6][C:5]([C:8]2[C:14]3[C:15](=[O:19])[NH:16][CH:17]=[CH:18][C:13]=3[C:12]3[C:20]([CH3:23])=[N:21][O:22][C:11]=3[CH2:10][N:9]=2)=[CH:4][CH:3]=1.[C:24](=O)([O-])[O-].[Cs+].[Cs+].IC>C(#N)C.C(Cl)Cl>[Cl:1][C:2]1[CH:7]=[CH:6][C:5]([C:8]2[C:14]3[C:15](=[O:19])[N:16]([CH3:24])[CH:17]=[CH:18][C:13]=3[C:12]3[C:20]([CH3:23])=[N:21][O:22][C:11]=3[CH2:10][N:9]=2)=[CH:4][CH:3]=1 |f:1.2.3|. Reported procedure: To a solution of 6-(4-chlorophenyl)-1-methyl-4H-isoxazolo[4,5-e]pyrido[3,4-c]azepin-7(8H)-one (0.070 g, 0.215 mmol) in acetonitrile (2 mL) were added cesium carbonate (0.210 g, 0.645 mmol) and iodomethane (16.09 μl, 0.258 mmol) at room temperature. The reaction was stirred at room temperature for 2 h before it was diluted with CH2Cl2 and filtered. The filtrate was concentrated to dryness under vacuum, and the residue was purified by flash chromatography (hexane/EtOAc 9:1 to 3:7) to give 6-(4-chl... Starting materials: NC1=CC(=C(OC2=CC=NC3=CC(=C(C=C23)OC)OCC2CCN(CC2)C(=O)OC(C)(C)C)C=C1)F (tert-butyl 4-((4-(4-amino-2-fluorophenoxy)-6-methoxyquinolin-7-yloxy)methyl)piperidine-1-carboxylate), FC1=CC=C(C=C1)N1C(C(=CC=C1)C(=O)O)=O (1-(4-fluorophenyl)-2-oxo-1,2-dihydropyridine-3-carboxylic acid), C=1C=CC2=C(C1)N=NN2O (HOBt), CCN=C=NCCCN(C)C.Cl (EDCI.HCl). Solvent: CN(C)C=O (DMF), CN(C)C=O (DMF). Reaction conditions: time 8 hour. The product is FC1=C(OC2=CC=NC3=CC(=C(C=C23)OC)OCC2CCN(CC2)C(=O)OC(C)(C)C)C=CC(=C1)NC(=O)C=1C(N(C=CC1)C1=CC=C(C=C1)F)=O (tert-Butyl 4-((4-(2-fluoro-4-(1-(4-fluorophenyl)-2-oxo-1,2-dihydropyridine-3-carboxamido)phenoxy)-6-methoxyquinolin-7-yloxy)methyl)piperidine-1-carboxylate). Isolated yield 56.1%. As a reaction SMILES: [F:1][C:2]1[CH:7]=[CH:6][C:5]([N:8]2[CH:13]=[CH:12][CH:11]=[C:10]([C:14]([OH:16])=O)[C:9]2=[O:17])=[CH:4][CH:3]=1.C1C=CC2N(O)N=NC=2C=1.CCN=C=NCCCN(C)C.Cl.[NH2:40][C:41]1[CH:74]=[CH:73][C:44]([O:45][C:46]2[C:55]3[C:50](=[CH:51][C:52]([O:58][CH2:59][CH:60]4[CH2:65][CH2:64][N:63]([C:66]([O:68][C:69]([CH3:72])([CH3:71])[CH3:70])=[O:67])[CH2:62][CH2:61]4)=[C:53]([O:56][CH3:57])[CH:54]=3)[N:49]=[CH:48][CH:47]=2)=[C:43]([F:75])[CH:42]=1>CN(C=O)C>[F:75][C:43]1[CH:42]=[C:41]([NH:40][C:14]([C:10]2[C:9](=[O:17])[N:8]([C:5]3[CH:4]=[CH:3][C:2]([F:1])=[CH:7][CH:6]=3)[CH:13]=[CH:12][CH:11]=2)=[O:16])[CH:74]=[CH:73][C:44]=1[O:45][C:46]1[C:55]2[C:50](=[CH:51][C:52]([O:58][CH2:59][CH:60]3[CH2:65][CH2:64][N:63]([C:66]([O:68][C:69]([CH3:72])([CH3:71])[CH3:70])=[O:67])[CH2:62][CH2:61]3)=[C:53]([O:56][CH3:57])[CH:54]=2)[N:49]=[CH:48][CH:47]=1 |f:2.3|. Reported procedure: To a mixture of 1-(4-fluorophenyl)-2-oxo-1,2-dihydropyridine-3-carboxylic acid (15 mg, 0.06 mmol), HOBt (10 mg) and EDCI.HCl (20 mg, 0.10 mmol) in DMF (2 mL) was added a solution of tert-butyl 4-((4-(4-amino-2-fluorophenoxy)-6-methoxyquinolin-7-yloxy)methyl)piperidine-1-carboxylate (35 mg, 0.07 mmol) in DMF (1 mL) at rt, and the reaction mixture was stirred overnight at rt. It was directly purified by preparative HPLC to afford the product (24 mg, 56%) as a white TFA salt solid. 1H NMR (CDCl3) δ... Starting materials: Cl.Cl.ClC=1C=C(C(=NC1)C#N)OCC1(CNCC1)C (5-chloro-3-((3-methylpyrrolidin-3-yl)methoxy)picolinonitrile dihydrochloride), FC([C@@H]1CC[C@H](CC1)C(=O)O)(F)F (trans-4-(trifluoromethyl)cyclohexanecarboxylic acid), N1C(=CC2=CC=CC=C12)C(=O)O (indole-2-carboxylic acid). Product: ClC=1C=C(C(=NC1)C#N)OCC1(CN(CC1)C(=O)[C@@H]1CC[C@H](CC1)C(F)(F)F)C (5-chloro-3-((3-methyl-1-(trans-4-(trifluoromethyl)cyclohexanecarbonyl)pyrrolidin-3-yl)methoxy)picolinonitrile). As a reaction SMILES: Cl.Cl.[Cl:3][C:4]1[CH:5]=[C:6]([O:12][CH2:13][C:14]2([CH3:19])[CH2:18][CH2:17][NH:16][CH2:15]2)[C:7]([C:10]#[N:11])=[N:8][CH:9]=1.[F:20][C:21]([F:32])([F:31])[C@H:22]1[CH2:27][CH2:26][C@H:25]([C:28](O)=[O:29])[CH2:24][CH2:23]1.N1C2C(=CC=CC=2)C=C1C(O)=O>>[Cl:3][C:4]1[CH:5]=[C:6]([O:12][CH2:13][C:14]2([CH3:19])[CH2:18][CH2:17][N:16]([C:28]([C@H:25]3[CH2:24][CH2:23][C@H:22]([C:21]([F:20])([F:31])[F:32])[CH2:27][CH2:26]3)=[O:29])[CH2:15]2)[C:7]([C:10]#[N:11])=[N:8][CH:9]=1 |f:0.1.2|. Procedure: The title compound was prepared according to the procedure described in Step 3 of EXAMPLE 1 using 5-chloro-3-((3-methylpyrrolidin-3-yl)methoxy)picolinonitrile dihydrochloride (EXAMPLE 84, Step 4) and trans-4-(trifluoromethyl)cyclohexanecarboxylic acid instead of (R)-3-(pyrrolidin-2-ylmethoxy)picolinamide dihydrochloride and indole-2-carboxylic acid.